Dataset: the Open Reaction Database (ORD), a public repository of structured organic reaction records. Task: describe an organic reaction: reactants, conditions, products, and yield The reactants are CO, Cl, [Na+], C1CCOC1, [OH-], COC(=O)c1ccccc1Oc1ccc2[nH]ncc2c1. The product is O=C(O)c1ccccc1Oc1ccc2[nH]ncc2c1. As a reaction SMILES: [CH3:29][OH:30].[ClH:23].[Na+:22].[O:24]1[CH2:25][CH2:26][CH2:27][CH2:28]1.[OH-:21].[nH:1]1[n:2][cH:3][c:4]2[cH:5][c:6]([O:10][c:11]3[c:12]([C:13](=[O:14])[O:15][CH3:16])[cH:17][cH:18][cH:19][cH:20]3)[cH:7][cH:8][c:9]12>>[nH:1]1[n:2][cH:3][c:4]2[cH:5][c:6]([O:10][c:11]3[c:12]([C:13](=[O:14])[OH:15])[cH:17][cH:18][cH:19][cH:20]3)[cH:7][cH:8][c:9]12. The reactants are C=CCBr, NC(Cc1ccc(O)cc1)C(=O)O. Product: C=CCNC(Cc1ccc(O)cc1)C(=O)O. RXN SMILES: [CH2:14]([CH:15]=[CH2:16])[Br:17].[NH2:1][CH:2]([CH2:3][c:4]1[cH:5][cH:6][c:7]([OH:8])[cH:9][cH:10]1)[C:11]([OH:12])=[O:13]>>[NH:1]([CH:2]([CH2:3][c:4]1[cH:5][cH:6][c:7]([OH:8])[cH:9][cH:10]1)[C:11]([OH:12])=[O:13])[CH2:16][CH:15]=[CH2:14]. Starting materials: [N+](=O)([O-])C1=C(C=CC=C1)NC1=CC2=C(OCO2)C=C1 (N-(2-nitrophenyl)benzo[d][1,3]dioxol-5-ylamine), C(C)(=O)OCC (ethyl acetate), O (water). Reagents/catalysts: [Fe] (iron). The solvent is C(C)(=O)O (acetic acid). Reaction conditions: temperature 70 celsius, time 1 hour. Product: O1COC2=C1C=CC(=C2)NC=2C(=CC=CC2)N (N-(benzo[d][1,3]dioxol-5-yl)benzene-1,2-diamine). Isolated yield 100.8%. Reaction SMILES: [N+:1]([C:4]1[CH:9]=[CH:8][CH:7]=[CH:6][C:5]=1[NH:10][C:11]1[CH:19]=[CH:18][C:14]2[O:15][CH2:16][O:17][C:13]=2[CH:12]=1)([O-])=O.C(OCC)(=O)C.O>[Fe].C(O)(=O)C>[O:15]1[C:14]2[CH:18]=[CH:19][C:11]([NH:10][C:5]3[C:4]([NH2:1])=[CH:9][CH:8]=[CH:7][CH:6]=3)=[CH:12][C:13]=2[O:17][CH2:16]1. Reported procedure: 13.6 g (244 mmol) of iron powder and 10.5 g (40 mmol) of N-(2-nitrophenyl)benzo[d][1,3]dioxol-5-ylamine were added to a solvent mixture of ethyl acetate (130 ml), water (65 mL) and acetic acid (15 mL), and the mixture was stirred for 1 hour at 70° C. The reaction solution was cooled to room temperature, and the waste was separated by filtration using a filter aid. The organic layer of the filtrate was batched off, washed with water, dried over anhydrous magnesium sulfate, and concentrated under ... The reactants are O (water), C(C1=CC=CC=C1)N1C(COC(C1)(CCOS(=O)(=O)C)C1=CC(=C(C=C1)Cl)Cl)=O (4-Benzyl-6-(3,4-dichlorophenyl)-6-[2-(methanesulfonyloxy)ethyl]morpholin-3-one), FC(C(=O)O)(F)F.C(C)OC(=O)NC1(CCNCC1)C1=CC=CC=C1 (4-(ethoxycarbonylamino)-4-phenylpiperidine trifluoroacetate), K2CO4, Cl (hydrochloric acid). The solvent is CN(C)C=O (DMF), CCOCC (ether), C(Cl)Cl (DCM). Reaction conditions: time 30 minute. Product: O.Cl.C(C1=CC=CC=C1)N1C(COC(C1)(C1=CC(=C(C=C1)Cl)Cl)CCN1CCC(CC1)(C1=CC=CC=C1)NC(=O)OCC)=O (4-Benzyl-6-[2-[4-(ethoxycarbonylamino)-4-phenylpiperid-1-yl]ethyl]-6-(3,4-dichlorophenyl)morpholin-3-one hydrochloride monohydrate). The yield is 65.2%. Reaction SMILES: [CH2:1]([N:8]1[CH2:13][C:12]([C:21]2[CH:26]=[CH:25][C:24]([Cl:27])=[C:23]([Cl:28])[CH:22]=2)([CH2:14][CH2:15]OS(C)(=O)=O)[O:11][CH2:10][C:9]1=[O:29])[C:2]1[CH:7]=[CH:6][CH:5]=[CH:4][CH:3]=1.FC(F)(F)C(O)=O.[CH2:37]([O:39][C:40]([NH:42][C:43]1([C:49]2[CH:54]=[CH:53][CH:52]=[CH:51][CH:50]=2)[CH2:48][CH2:47][NH:46][CH2:45][CH2:44]1)=[O:41])[CH3:38].O.Cl>CN(C=O)C.C(Cl)Cl.CCOCC>[OH2:11].[ClH:27].[CH2:1]([N:8]1[CH2:13][C:12]([CH2:14][CH2:15][N:46]2[CH2:45][CH2:44][C:43]([NH:42][C:40]([O:39][CH2:37][CH3:38])=[O:41])([C:49]3[CH:50]=[CH:51][CH:52]=[CH:53][CH:54]=3)[CH2:48][CH2:47]2)([C:21]2[CH:26]=[CH:25][C:24]([Cl:27])=[C:23]([Cl:28])[CH:22]=2)[O:11][CH2:10][C:9]1=[O:29])[C:2]1[CH:3]=[CH:4][CH:5]=[CH:6][CH:7]=1 |f:1.2,8.9.10|. Reported procedure: A mixture of 1.1 g of the compound obtained in step B of EXAMPLE 14, 1 g of 4-(ethoxycarbonylamino)-4-phenylpiperidine trifluoroacetate and 0.7 g of K2CO4 in 3 ml of DMF is heated at 80°-100° C. for 2 hours. After cooling to RT, the reaction mixture is poured into water and stirred for 30 minutes and the precipitate formed is wrung, washed with water and dried under vacuum at 60° C. The precipitate is chromatographed on silica H using a DCM/MeOH mixture (from 100/1; v/v to 100/4.5; v/v) as the e... Product: CSc1nc2ccccc2n1CCCO. RXN SMILES: [CH3:17][OH:18].[I:15][CH3:16].[SH:1][c:2]1[n:3][c:4]2[c:5]([n:6]1[CH2:7][CH2:8][CH2:9][OH:10])[cH:11][cH:12][cH:13][cH:14]2>>[S:1]([c:2]1[n:3][c:4]2[c:5]([n:6]1[CH2:7][CH2:8][CH2:9][OH:10])[cH:11][cH:12][cH:13][cH:14]2)[CH3:16]. Reactants: CO, CI, OCCCn1c(S)nc2ccccc21. RXN SMILES: [CH2:19]1[O:20][CH2:21][CH2:22][CH2:23]1.[CH2:9]([Li:10])[CH2:11][CH2:12][CH3:13].[F:1][c:2]1[cH:3][cH:4][c:5]([F:6])[cH:7][cH:8]1.[O:14]=[CH:15][N:16]([CH3:17])[CH3:18]>>[F:1][c:2]1[c:3]([CH:15]=[O:14])[cH:4][c:5]([F:6])[cH:7][cH:8]1. The product is O=Cc1cc(F)ccc1F. Starting materials: C1CCOC1, [Li]CCCC, Fc1ccc(F)cc1, CN(C)C=O. Reactants: [Cl-].[NH4+] (ammonium chloride), C(C)(C)(C)OC(=O)NCC(=O)OC\C(=C(/C(=O)O)\C1=CC=CC=C1)\C1=CC=C(C=C1)S(=O)(=O)C ((2Z)-4-{[N-(tert-butoxycarbonyl)glycyl]oxy}-3-[4-(methylsulfonyl)phenyl]-2-phenylbut-2-enoic acid), BrCCCCCCBr (1,6-dibromohexane), C(=O)([O-])[O-].[K+].[K+] (K2CO3). The solvent is CN(C)C=O (DMF). Product: C(C)(C)(C)OC(=O)NCC(=O)OC\C(=C(/C(=O)OCCCCCCBr)\C1=CC=CC=C1)\C1=CC=C(C=C1)S(=O)(=O)C (6-bromohexyl (2Z)-4-{[N-(tert-butoxycarbonyl)glycyl]oxy}-3-[4-(methylsulfonyl)phenyl]-2-phenylbut-2-enoate). Yield: 83.8%. RXN SMILES: [C:1]([O:5][C:6]([NH:8][CH2:9][C:10]([O:12][CH2:13]/[C:14](/[C:25]1[CH:30]=[CH:29][C:28]([S:31]([CH3:34])(=[O:33])=[O:32])=[CH:27][CH:26]=1)=[C:15](/[C:19]1[CH:24]=[CH:23][CH:22]=[CH:21][CH:20]=1)\[C:16]([OH:18])=[O:17])=[O:11])=[O:7])([CH3:4])([CH3:3])[CH3:2].[Br:35][CH2:36][CH2:37][CH2:38][CH2:39][CH2:40][CH2:41]Br.C([O-])([O-])=O.[K+].[K+].[Cl-].[NH4+]>CN(C=O)C>[C:1]([O:5][C:6]([NH:8][CH2:9][C:10]([O:12][CH2:13]/[C:14](/[C:25]1[CH:30]=[CH:29][C:28]([S:31]([CH3:34])(=[O:33])=[O:32])=[CH:27][CH:26]=1)=[C:15](/[C:19]1[CH:20]=[CH:21][CH:22]=[CH:23][CH:24]=1)\[C:16]([O:18][CH2:41][CH2:40][CH2:39][CH2:38][CH2:37][CH2:36][Br:35])=[O:17])=[O:11])=[O:7])([CH3:4])([CH3:3])[CH3:2] |f:2.3.4,5.6|. Reported procedure: A solution of 1.88 g of (2Z)-4-{[N-(tert-butoxycarbonyl)glycyl]oxy}-3-[4-(methylsulfonyl)phenyl]-2-phenylbut-2-enoic acid and 9.6 g of 1,6-dibromohexane in 20 mL of DMF was stirred at rt with 550 mg of K2CO3 for 2 h. Then saturated ammonium chloride solution was added and extracted with EtOAc. The organic layer was combined and washed with brine and dried over Na2SO4. The solvent was evaporated and the residue was purified by flash chromatography over silica gel (5–50% EtOAc/hexane) to afford 2....